From a dataset of the Open Reaction Database (ORD), a public repository of structured organic reaction records. describe an organic reaction: reactants, conditions, products, and yield Reactants: [OH-].[Na+] (sodium hydroxide), O (water), CO (methanol), C(C)(=O)[C@@]1(C[C@@H](O[C@@H]1C(O)C(C)=O)N1C(=O)NC(=O)C(=C1)F)O (2'-deoxy-3',5'-diacetyl-5-fluorouridine), ( I ). Run in C(C)(=O)O (acetic acid). Conditions: time 3.5 hour. Product: FC=1C(NC(N([C@H]2C[C@H](O)[C@@H](CO)O2)C1)=O)=O (2'-deoxy-5-fluorouridine). Yield: 78.7%. RXN SMILES: [OH-].[Na+].O.CO.C([C@@:9]1([OH:28])[C@@H:13]([CH:14](C(=O)C)[OH:15])[O:12][C@@H:11]([N:19]2[CH:26]=[C:25]([F:27])[C:23](=[O:24])[NH:22][C:20]2=[O:21])[CH2:10]1)(=O)C>C(O)(=O)C>[F:27][C:25]1[C:23](=[O:24])[NH:22][C:20](=[O:21])[N:19]([CH:26]=1)[C@@H:11]1[O:12][C@H:13]([CH2:14][OH:15])[C@@H:9]([OH:28])[CH2:10]1 |f:0.1|. Procedure: A solution of 15.55 g (0.389 mol) of sodium hydroxide in 200 ml of ino-exchanged water was mixed with 500 ml of methanol and cooled with ice. Then 42.18 g (0.128 mol) of 2'-deoxy-3',5'-diacetyl-5-fluorouridine (R is CH3 in the general formula (I)) was added to the solution under stirring, and stirring was continued at room temperature for 3.5 hr. As a result the reaction liquid became a clear solution. Then 20 g of acetic acid was added to the reaction liquid for neutralization, and the liquid w... Reactants: BrC=1C=C(C=CC1)C1=NC(=CC(=N1)C1=CC(=C(C=C1)Cl)Cl)C (2-(3-bromo-phenyl)-4-(3,4-dichlorophenyl)-6-methyl-pyrimidine), C(C)(C)(C)NS(=O)(=O)C=1SC(=CC1)B1OC(C(O1)(C)C)(C)C (N-tert-Butyl-5-(4,4,5,5-tetramethyl-1,3,2-dioxaborolan-2-yl)-thiophene-2-sulfonamide). The product is C(C)(C)(C)NS(=O)(=O)C=1SC(=CC1)C1=CC(=CC=C1)C1=NC(=CC(=N1)C)C1=CC(=C(C=C1)Cl)Cl (N-tert-Butyl-5-{3-[6-(3,4-dichloro-phenyl)-4-methyl-pyrimidin-2-yl]-phenyl}-thiophene-2-sulfonic acid amide), solid. RXN SMILES: Br[C:2]1[CH:3]=[C:4]([C:8]2[N:13]=[C:12]([C:14]3[CH:19]=[CH:18][C:17]([Cl:20])=[C:16]([Cl:21])[CH:15]=3)[CH:11]=[C:10]([CH3:22])[N:9]=2)[CH:5]=[CH:6][CH:7]=1.[C:23]([NH:27][S:28]([C:31]1[S:32][C:33](B2OC(C)(C)C(C)(C)O2)=[CH:34][CH:35]=1)(=[O:30])=[O:29])([CH3:26])([CH3:25])[CH3:24]>>[C:23]([NH:27][S:28]([C:31]1[S:32][C:33]([C:2]2[CH:7]=[CH:6][CH:5]=[C:4]([C:8]3[N:9]=[C:10]([CH3:22])[CH:11]=[C:12]([C:14]4[CH:19]=[CH:18][C:17]([Cl:20])=[C:16]([Cl:21])[CH:15]=4)[N:13]=3)[CH:3]=2)=[CH:34][CH:35]=1)(=[O:29])=[O:30])([CH3:26])([CH3:24])[CH3:25]. Procedure details: N-tert-Butyl-5-{3-[6-(3,4-dichloro-phenyl)-4-methyl-pyrimidin-2-yl]-phenyl}-thiophene-2-sulfonic acid amide was prepared from 2-(3-bromo-phenyl)-4-(3,4-dichlorophenyl)-6-methyl-pyrimidine (example E.62) (0.39 g, 1.0 mmol) and N-tert-butyl-5-(4,4,5,5-tetramethyl-1,3,2-dioxaborolan-2-yl)-thiophene-2-sulfonamide (example F.1) (0.45 g, 1.3 mmol) according to the general procedure VI. Obtained as a light yellow solid (0.39 g), which was subsequently deprotected. Run in C(C)(C)O (isopropanol). Yields the product C(C)NC(NC1=CC(=C(C=N1)C=1C=C2C(C(=CN(C2=CC1)[C@H]1CN(CCC1)CCS(=O)(=O)C)C(=O)OCC)=O)C=1SC=C(N1)C(F)(F)F)=O ((R)-ethyl 6-(6-(3-ethylureido)-4-(4-(trifluoromethyl)thiazol-2-yl)pyridin-3-yl)-1-(1-(2-(methylsulfonyl)ethyl)piperidin-3-yl)-4-oxo-1,4-dihydroquinoline-3-carboxylate). Run at temperature 100 celsius, time 18 hour. Isolated yield 63.6%. Procedure: (R)-ethyl 6-(6-(3-ethylureido)-4-(4-(trifluoromethyl)thiazol-2-yl)pyridin-3-yl)-4-oxo-1-(piperidin-3-yl)-1,4-dihydroquinoline-3-carboxylate (Example 262, 0.150 g, 0.24 mmol) was taken up in isopropanol (2 mL) and methyl vinyl sulfone (0.026 mL, 0.29 mmol) was added. The reaction mixture was stirred at 100° C. for 18 h in a sealed vessel, then cooled to room temperature and the solvent was removed in vacuo and loaded directly onto silica. Purified by flash column chromatography on silica gel usin... The reactants are C(C)NC(NC1=CC(=C(C=N1)C=1C=C2C(C(=CN(C2=CC1)[C@H]1CNCCC1)C(=O)OCC)=O)C=1SC=C(N1)C(F)(F)F)=O ((R)-ethyl 6-(6-(3-ethylureido)-4-(4-(trifluoromethyl)thiazol-2-yl)pyridin-3-yl)-4-oxo-1-(piperidin-3-yl)-1,4-dihydroquinoline-3-carboxylate), C(=C)S(=O)(=O)C (methyl vinyl sulfone). Reaction SMILES: [CH2:1]([NH:3][C:4](=[O:43])[NH:5][C:6]1[N:11]=[CH:10][C:9]([C:12]2[CH:13]=[C:14]3[C:19](=[CH:20][CH:21]=2)[N:18]([C@@H:22]2[CH2:27][CH2:26][CH2:25][NH:24][CH2:23]2)[CH:17]=[C:16]([C:28]([O:30][CH2:31][CH3:32])=[O:29])[C:15]3=[O:33])=[C:8]([C:34]2[S:35][CH:36]=[C:37]([C:39]([F:42])([F:41])[F:40])[N:38]=2)[CH:7]=1)[CH3:2].[CH:44]([S:46]([CH3:49])(=[O:48])=[O:47])=[CH2:45]>C(O)(C)C>[CH2:1]([NH:3][C:4](=[O:43])[NH:5][C:6]1[N:11]=[CH:10][C:9]([C:12]2[CH:13]=[C:14]3[C:19](=[CH:20][CH:21]=2)[N:18]([C@@H:22]2[CH2:27][CH2:26][CH2:25][N:24]([CH2:45][CH2:44][S:46]([CH3:49])(=[O:48])=[O:47])[CH2:23]2)[CH:17]=[C:16]([C:28]([O:30][CH2:31][CH3:32])=[O:29])[C:15]3=[O:33])=[C:8]([C:34]2[S:35][CH:36]=[C:37]([C:39]([F:42])([F:41])[F:40])[N:38]=2)[CH:7]=1)[CH3:2]. Starting materials: CO (methanol), N[C@@H](C(C)C)C(=O)O (L-valine), C(C)(=O)OC(C)=O (acetic anhydride), N1=CC=CC=C1 (pyridine). Reagents/catalysts: CN(C1=CC=NC=C1)C (4-dimethylaminopyridine). The solvent is C(C)OCC (diethyl ether). Yields the product C(C)(=O)NC(C(C)=O)C(C)C (N-acetyl-2-keto-3-amino-4-methylpentane). Yield: 19.1%. RXN SMILES: [NH2:1][C@H:2]([C:6]([OH:8])=O)[CH:3]([CH3:5])[CH3:4].[C:9](OC(=O)C)(=[O:11])[CH3:10].N1C=CC=C[CH:17]=1.CO>CN(C)C1C=CN=CC=1.C(OCC)C>[C:9]([NH:1][CH:2]([CH:3]([CH3:5])[CH3:4])[C:6](=[O:8])[CH3:17])(=[O:11])[CH3:10]. Procedure details: A mixture of L-valine (25.0 g, 0.21 mol), acetic anhydride (60.5 ml, 0.64 mol), pyridine (52 ml, 0.64 mol) and 4-dimethylaminopyridine (2.0 g, 16.6 mmol) was heated at reflux overnight. The reaction mixture was allowed to cool to room temperature and methanol added with rapid stirring. The mixture was concentrated under reduced pressure to give an oil which was dissolved in diethyl ether (250 ml), washed with 2M hydrochloric acid (150 ml), saturated aqueous sodium hydrogen carbonate (150 ml) and... The reactants are ClC1=C(C(=O)C=2N(C(=CC2)C)NC)C=CC=C1 (2-(2-chlorobenzoyl)-1-methylamino-5-methylpyrrole), C([O-])(O)=O.[Na+] (sodium bicarbonate), BrCC(=O)Br (bromoacetyl bromide). Solvent: ClCCl (dichloromethane), ClCCl (dichloromethane). Product: CN(C(CBr)=O)N1C(=CC=C1C)C(C1=C(C=CC=C1)Cl)=O (1-(N-Methyl-bromoacetamido)-2-(2-chlorobenzoyl)-5-methylpyrrole). The yield is 81.9%. RXN SMILES: [Cl:1][C:2]1[CH:17]=[CH:16][CH:15]=[CH:14][C:3]=1[C:4]([C:6]1[N:7]([NH:12][CH3:13])[C:8]([CH3:11])=[CH:9][CH:10]=1)=[O:5].C(=O)(O)[O-].[Na+].[Br:23][CH2:24][C:25](Br)=[O:26]>ClCCl>[CH3:13][N:12]([N:7]1[C:8]([CH3:11])=[CH:9][CH:10]=[C:6]1[C:4](=[O:5])[C:3]1[CH:14]=[CH:15][CH:16]=[CH:17][C:2]=1[Cl:1])[C:25](=[O:26])[CH2:24][Br:23] |f:1.2|. Procedure: A stirred slurry of 2-(2-chlorobenzoyl)-1-methylamino-5-methylpyrrole (18.7 g, 75 mmol) and sodium bicarbonate (14.2 g, 170 mmol) in 100 ml of dichloromethane was treated with a solution of bromoacetyl bromide (15.2 g, 90 mmol) in 30 ml of dichloromethane over 30 minutes and stirred at room temperature ovrnight. The reaction mixture was quenched with 100 ml of H2O, separated, washed with H2O and brine, dried (MgSO4), filtered, and evaporated. The resultant oil was purified by HPLC (silica, 1:1 e...